Dataset: the Open Reaction Database (ORD), a public repository of structured organic reaction records. Task: describe an organic reaction: reactants, conditions, products, and yield Reactants: CN1C(NC(C=C1C(F)(F)F)=O)=O (1-methyl-6-trifluoromethyl-2,4-(1H,3H)-pyrimidin-dione), C([O-])([O-])=O.[K+].[K+] (potassium carbonate), ClC1=NC(=C(C=C1F)C#N)Cl (2,6-dichloro-3-fluoro-5-cyanopyridin). Solvent: CS(=O)C (dimethylsulfoxide), O (water). Conditions: temperature 130 celsius. Product: FC=1C(=NC(=C(C1)C#N)Cl)N1C(N(C(=CC1=O)C(F)(F)F)C)=O (1-(3-fluoro-5-cyano-6-chloro-2-pyridyl)-3-methyl-4-trifluoromethyl-pyrimidin-2,6-dione). RXN SMILES: [CH3:1][N:2]1[C:7]([C:8]([F:11])([F:10])[F:9])=[CH:6][C:5](=[O:12])[NH:4][C:3]1=[O:13].C(=O)([O-])[O-].[K+].[K+].Cl[C:21]1[C:26]([F:27])=[CH:25][C:24]([C:28]#[N:29])=[C:23]([Cl:30])[N:22]=1>CS(C)=O.O>[F:27][C:26]1[C:21]([N:4]2[C:5](=[O:12])[CH:6]=[C:7]([C:8]([F:9])([F:11])[F:10])[N:2]([CH3:1])[C:3]2=[O:13])=[N:22][C:23]([Cl:30])=[C:24]([C:28]#[N:29])[CH:25]=1 |f:1.2.3|. Procedure: A mixture of 0.776 g 1-methyl-6-trifluoromethyl-2,4-(1H,3H)-pyrimidin-dione, 0.760 g potassium carbonate and 0.768 g 2,6-dichloro-3-fluoro-5-cyanopyridin in 40 ml dimethylsulfoxide is stirred under nitrogen at 130° C. until conversion is complete. Then the reaction mixture is cooled down and diluted with ice and water. The pH of the mixture is adjusted to neutral and the mixture is extracted several times with ethyl acetate. The organic layers are washed with water, dried, evaporated and the res... Starting materials: CCNCC, CC(C)CC=O, ClCCl, CC(O)CCS, Cc1ccc(S(=O)(=O)O)cc1. The product is CC(C)CC1OC(C)CCS1. Reaction SMILES: [CH2:24]([NH:25][CH2:26][CH3:27])[CH3:28].[CH:7]([CH2:8][CH:9]([CH3:10])[CH3:11])=[O:12].[Cl:29][CH2:30][Cl:31].[SH:1][CH2:2][CH2:3][CH:4]([CH3:5])[OH:6].[c:13]1([CH3:14])[cH:15][cH:16][c:17]([S:18]([OH:19])(=[O:20])=[O:21])[cH:22][cH:23]1>>[S:1]1[CH2:2][CH2:3][CH:4]([CH3:5])[O:6][CH:7]1[CH2:8][CH:9]([CH3:10])[CH3:11]. The reactants are CC1=CC=NC2=C(C=C(C(=C12)OC)OC)[N+](=O)[O-] (4-Methyl-5,6-dimethoxy-8-nitroquinoline), Cl (hydrochloric acid). Solvent: C(C)O (ethanol). Yields the product CC1=CC=NC2=C(C=C(C(=C12)O)OC)[N+](=O)[O-] (4-Methyl-5-hydroxy-6-methoxy-8-nitroquinoline). Isolated yield 92.4%. As a reaction SMILES: [CH3:1][C:2]1[C:11]2[C:6](=[C:7]([N+:16]([O-:18])=[O:17])[CH:8]=[C:9]([O:14][CH3:15])[C:10]=2[O:12]C)[N:5]=[CH:4][CH:3]=1.Cl>C(O)C>[CH3:1][C:2]1[C:11]2[C:6](=[C:7]([N+:16]([O-:18])=[O:17])[CH:8]=[C:9]([O:14][CH3:15])[C:10]=2[OH:12])[N:5]=[CH:4][CH:3]=1. Reported procedure: 4-Methyl-5,6-dimethoxy-8-nitroquinoline (6.21 g, 25 mmol) was dissolved in ethanol (100 mL) containing concentrated hydrochloric acid (4.7 mL). The mixture was heated under reflux for 21 hours, then cooled to 10° and filtered. The solid was washed with cold (10°) ethanol (18 mL) followed by petroleum ether (15 mL) and air-dried to yield 5.41 g (92%) of the title compound, mp 253°-257° (dec). The reactants are C1CCOC1, CC#N, O=C(Nc1cccc(C(F)(F)F)c1)c1cccc2cc(Oc3cc(CO)ncn3)ccc12, [Na+], O=C([O-])O, O, O=S(Cl)Cl. Yields the product O=C(Nc1cccc(C(F)(F)F)c1)c1cccc2cc(Oc3cc(CCl)ncn3)ccc12. Reaction SMILES: [CH2:46]1[O:47][CH2:48][CH2:49][CH2:50]1.[CH3:43][C:44]#[N:45].[F:5][C:6]([c:7]1[cH:8][c:9]([NH:13][C:14](=[O:15])[c:16]2[cH:17][cH:18][cH:19][c:20]3[cH:21][c:22]([O:26][c:27]4[n:28][cH:29][n:30][c:31]([CH2:33][OH:34])[cH:32]4)[cH:23][cH:24][c:25]23)[cH:10][cH:11][cH:12]1)([F:35])[F:36].[Na+:41].[O-:37][C:38]([OH:39])=[O:40].[OH2:42].[S:1]([Cl:2])([Cl:3])=[O:4]>>[Cl:3][CH2:33][c:31]1[n:30][cH:29][n:28][c:27]([O:26][c:22]2[cH:21][c:20]3[cH:19][cH:18][cH:17][c:16]([C:14]([NH:13][c:9]4[cH:8][c:7]([C:6]([F:5])([F:35])[F:36])[cH:12][cH:11][cH:10]4)=[O:15])[c:25]3[cH:24][cH:23]2)[cH:32]1. Product: C(C1=CC=CC=C1)C1=NC(=NC(=C1)C)NC1=CC(=C(C=C1)N1C(=NC=C1)C)F ((4-Benzyl-6-methyl-pyrimidin-2-yl)-[3-fluoro-4-(2-methyl-imidazol-1-yl)-phenyl]-amine), oil. Reactants: FC=1C=C(C=CC1N1C(=NC=C1)C)N (3-fluoro-4-(2-methyl-imidazol-1-yl)-phenylamine), C(C1=CC=CC=C1)C1=NC(=NC(=C1)C)Cl (4-benzyl-2-chloro-6-methyl-pyrimidine). Yield: 82.0%. Reaction SMILES: [F:1][C:2]1[CH:3]=[C:4]([NH2:14])[CH:5]=[CH:6][C:7]=1[N:8]1[CH:12]=[CH:11][N:10]=[C:9]1[CH3:13].[CH2:15]([C:22]1[CH:27]=[C:26]([CH3:28])[N:25]=[C:24](Cl)[N:23]=1)[C:16]1[CH:21]=[CH:20][CH:19]=[CH:18][CH:17]=1>>[CH2:15]([C:22]1[CH:27]=[C:26]([CH3:28])[N:25]=[C:24]([NH:14][C:4]2[CH:5]=[CH:6][C:7]([N:8]3[CH:12]=[CH:11][N:10]=[C:9]3[CH3:13])=[C:2]([F:1])[CH:3]=2)[N:23]=1)[C:16]1[CH:17]=[CH:18][CH:19]=[CH:20][CH:21]=1. Reported procedure: The title compound was prepared from 3-fluoro-4-(2-methyl-imidazol-1-yl)-phenylamine (87 mg, 0.46 mmol) and 4-benzyl-2-chloro-6-methyl-pyrimidine (100 mg, 0.46 mmol) in analogous manner to the procedure described in example 1e). Obtained as a light yellow oil (140 mg, 82%). Reactants: O=Cc1ccccc1O, O=c1cc(N2CCNCC2)nc[nH]1. Yields the product O=c1cc(N2CCN(Cc3ccccc3O)CC2)nc[nH]1. Reaction SMILES: [CH:14](=[O:15])[c:16]1[cH:17][cH:18][cH:19][cH:20][c:21]1[OH:22].[N:1]1([c:7]2[cH:8][c:9](=[O:13])[nH:10][cH:11][n:12]2)[CH2:2][CH2:3][NH:4][CH2:5][CH2:6]1>>[N:1]1([c:7]2[cH:8][c:9](=[O:13])[nH:10][cH:11][n:12]2)[CH2:2][CH2:3][N:4]([CH2:14][c:16]2[cH:17][cH:18][cH:19][cH:20][c:21]2[OH:22])[CH2:5][CH2:6]1. Reported procedure: To a solution of 4.3 g of n-pentadecanoic acid in 50 ml of anhydrous pyridine, while being cooled in ice, was added 4.4 g of DCC. After stirring for 30 minutes, 5.0 g of 6-amidino-2-naphthol methanesulfonate was added to the mixture and further stirred overnight at room temperature. The precipitate was collected by filtration, washed with ethyl ether, then with acetone, dissolved in a methanol-dimethylformamide mixture, freed from the insolubles by filtration, and concentrated under reduced pres... Reactants: C1CCC(CC1)N=C=NC2CCCCC2 (DCC), C(CCCCCCCCCCCCCC)(=O)O (n-pentadecanoic acid), CS(=O)(=O)OC1=CC2=CC=C(C=C2C=C1)C(N)=N (6-amidino-2-naphthol methanesulfonate). Conditions: time 30 minute. RXN SMILES: [C:1]([OH:17])(=[O:16])[CH2:2][CH2:3][CH2:4][CH2:5][CH2:6][CH2:7][CH2:8][CH2:9][CH2:10][CH2:11][CH2:12][CH2:13][CH2:14][CH3:15].C1CCC(N=C=NC2CCCCC2)CC1.CS(O[C:38]1[CH:47]=[CH:46][C:45]2[C:40](=[CH:41][CH:42]=[C:43]([C:48](=[NH:50])[NH2:49])[CH:44]=2)[CH:39]=1)(=O)=O>N1C=CC=CC=1>[C:1]([O:17][C:38]1[CH:47]=[CH:46][C:45]2[C:40](=[CH:41][CH:42]=[C:43]([C:48](=[NH:49])[NH2:50])[CH:44]=2)[CH:39]=1)(=[O:16])[CH2:2][CH2:3][CH2:4][CH2:5][CH2:6][CH2:7][CH2:8][CH2:9][CH2:10][CH2:11][CH2:12][CH2:13][CH2:14][CH3:15]. Run in N1=CC=CC=C1 (pyridine). Yield: 41.2%. Product: C(CCCCCCCCCCCCCC)(=O)OC1=CC2=CC=C(C=C2C=C1)C(N)=N (6-amidino-2-naphthyl pentadecanoate). Starting materials: N1(CCOCC1)C(=O)N1CC(CC(C1)C1=CC=C(C=C1)OC(F)(F)F)C(=O)O (1-(Morpholin-4-ylcarbonyl)-5-[4-(trifluoromethoxy)phenyl]piperidine-3-carboxylic acid), N(N)C(CC(=O)OCC)=O (ethyl 3-hydrazinyl-3-oxopropanoate). Product: N1(CCOCC1)C(=O)N1CC(CC(C1)C1=CC=C(C=C1)OC(F)(F)F)C1=NN=C(O1)CC(=O)OCC (Ethyl (5-{1-(morpholin-4-ylcarbonyl)-5-[4-(trifluoromethoxy)phenyl]piperidin-3-yl}-1,3,4-oxadiazol-2-yl)acetate). As a reaction SMILES: [N:1]1([C:7]([N:9]2[CH2:14][CH:13]([C:15]3[CH:20]=[CH:19][C:18]([O:21][C:22]([F:25])([F:24])[F:23])=[CH:17][CH:16]=3)[CH2:12][CH:11]([C:26](O)=O)[CH2:10]2)=[O:8])[CH2:6][CH2:5][O:4][CH2:3][CH2:2]1.[NH:29]([C:31](=[O:38])[CH2:32][C:33]([O:35][CH2:36][CH3:37])=[O:34])[NH2:30]>>[N:1]1([C:7]([N:9]2[CH2:14][CH:13]([C:15]3[CH:20]=[CH:19][C:18]([O:21][C:22]([F:25])([F:23])[F:24])=[CH:17][CH:16]=3)[CH2:12][CH:11]([C:26]3[O:38][C:31]([CH2:32][C:33]([O:35][CH2:36][CH3:37])=[O:34])=[N:29][N:30]=3)[CH2:10]2)=[O:8])[CH2:6][CH2:5][O:4][CH2:3][CH2:2]1. Procedure: 100 mg (0.249 mmol) of the compound from Example 44A and 40 mg (0.273 mmol) of ethyl 3-hydrazinyl-3-oxopropanoate were reacted according to the General Method 4. Yield: 9 mg (6% of theory).